From a dataset of the Open Reaction Database (ORD), a public repository of structured organic reaction records. describe an organic reaction: reactants, conditions, products, and yield Reactants: O (water), C[O-].[Na+] (NaOMe), CO (MeOH), C(C1=CC=CC=C1)(=O)C1=CC=CC=C1 (benzophenone). Solvent: CCO (EtOH). The product is COC1=CC=2C(C3=CC=CC=C3OC2C=C1)=O (2-Methoxy-9H-xanthen-9-one). Yield: 91.6%. Reaction SMILES: [C:1]([C:9]1[CH:14]=[CH:13][CH:12]=[CH:11][CH:10]=1)(=[O:8])[C:2]1[CH:7]=[CH:6][CH:5]=[CH:4][CH:3]=1.[CH3:15][O-:16].[Na+].C[OH:19].O>CCO>[CH3:15][O:16][C:4]1[CH:5]=[CH:6][C:7]2[O:19][C:14]3[C:9](=[CH:10][CH:11]=[CH:12][CH:13]=3)[C:1](=[O:8])[C:2]=2[CH:3]=1 |f:1.2|. Reported procedure: The benzophenone intermediate was then stirred in EtOH (400 ml) at room temperature and treated with a solution of NaOMe in MeOH (25 wt. %, 45.72 ml, 0.2 mole). The color of the reaction mixture changed to burgundy right away. The reaction mixture was brought to reflux for 1 hr and 20 min, TLC showed that the reaction was complete. After brief cooling, water (500 ml) was added while the mixture was still warm and a yellow powder precipitated. The suspension was stored in refrigerator overnight. ...